From a dataset of the Open Reaction Database (ORD), a public repository of structured organic reaction records. describe an organic reaction: reactants, conditions, products, and yield The reactants are CC1=C(SC=2N1C(C(=CN2)C)=O)O (3,6-dimethyl-2-hydroxy-5H-thiazolo[3,2-a]pyrimidin-5-one), C([O-])([O-])=O.[K+].[K+] (potassium carbonate), FC1=CC=C(C(=O)C2=CC=C(CBr)C=C2)C=C1 (4-(4-fluorobenzoyl)benzyl bromide). Run in CN(C)C=O (DMF). Conditions: temperature 80 celsius, time 2 hour. Yields the product FC1=CC=C(C(=O)C2=CC=C(COC=3N=C4N(C(C3C)=O)C(=CS4)C)C=C2)C=C1 (7-[4-(4-Fluorobenzoyl)benzyloxy]-3,6-dimethyl-5H-thiazolo[3,2-a]pyrimidin-5-one). Isolated yield 7.1%. Reaction SMILES: [CH3:1][C:2]1[N:6]2[C:7](=[O:12])[C:8]([CH3:11])=[CH:9][N:10]=[C:5]2[S:4][C:3]=1O.[C:14](=[O:17])([O-])[O-].[K+].[K+].[F:20][C:21]1[CH:36]=[CH:35][C:24]([C:25]([C:27]2[CH:34]=[CH:33][C:30](CBr)=[CH:29][CH:28]=2)=[O:26])=[CH:23][CH:22]=1>CN(C=O)C>[F:20][C:21]1[CH:22]=[CH:23][C:24]([C:25]([C:27]2[CH:34]=[CH:33][C:30]([CH2:14][O:17][C:9]3[N:10]=[C:5]4[S:4][CH:3]=[C:2]([CH3:1])[N:6]4[C:7](=[O:12])[C:8]=3[CH3:11])=[CH:29][CH:28]=2)=[O:26])=[CH:35][CH:36]=1 |f:1.2.3|. Procedure: To a solution of 3,6-dimethyl-2-hydroxy-5H-thiazolo[3,2-a]pyrimidin-5-one (513 mg) and potassium carbonate (741 mg) in DMF (10 ml) was added 4-(4-fluorobenzoyl)benzyl bromide (782 mg) and the mixture was stirred at 80° C. for 2 hours. This reaction mixture was concentrated and the residue was diluted with water-ethyl acetate and extracted with ethyl acetate. The extract was purified by silica gel column chromatography (hexane: ethyl acetate =2:1) and recrystallized from ethyl acetate to provide ... Starting materials: CC(=O)O, O=[N+]([O-])c1ccc(S(=O)(=O)Cl)cc1, NC(=O)c1cccc(N)c1, O, c1ccncc1. Yields the product NC(=O)c1cccc(NS(=O)(=O)c2ccc([N+](=O)[O-])cc2)c1. As a reaction SMILES: [CH3:31][C:32](=[O:33])[OH:34].[N+:11](=[O:12])([O-:13])[c:14]1[cH:15][cH:16][c:17]([S:20](=[O:21])(=[O:22])[Cl:23])[cH:18][cH:19]1.[NH2:1][c:2]1[cH:3][c:4]([C:5](=[O:6])[NH2:7])[cH:8][cH:9][cH:10]1.[OH2:30].[cH:24]1[cH:25][cH:26][n:27][cH:28][cH:29]1>>[NH:1]([c:2]1[cH:3][c:4]([C:5](=[O:6])[NH2:7])[cH:8][cH:9][cH:10]1)[S:20]([c:17]1[cH:16][cH:15][c:14]([N+:11](=[O:12])[O-:13])[cH:19][cH:18]1)(=[O:21])=[O:22]. Starting materials: CC1CC(CC(C1)=O)=O (5-methyl-1,3-cyclohexanedione), C1(=CC=C(C=C1)S(=O)(=O)N=C=O)C (p-toluenesulfonylisocyanate). The solvent is C1=CC=CC=C1 (benzene). The product is CC1CC(C(C(C1)=O)C(NS(=O)(=O)C1=CC=C(C=C1)C)=O)=O (5-METHYL-2-(N-p-TOLUENESULFONYLCARBAMOYL)-1,3-CYCLOHEXANEDIONE). As a reaction SMILES: [CH3:1][CH:2]1[CH2:7][C:6](=[O:8])[CH2:5][C:4](=[O:9])[CH2:3]1.[C:10]1([CH3:22])[CH:15]=[CH:14][C:13]([S:16]([N:19]=[C:20]=[O:21])(=[O:18])=[O:17])=[CH:12][CH:11]=1>C1C=CC=CC=1>[CH3:1][CH:2]1[CH2:7][C:6](=[O:8])[CH:5]([C:20](=[O:21])[NH:19][S:16]([C:13]2[CH:14]=[CH:15][C:10]([CH3:22])=[CH:11][CH:12]=2)(=[O:17])=[O:18])[C:4](=[O:9])[CH2:3]1. Procedure details: Reaction of equimolar amounts of 5-methyl-1,3-cyclohexanedione with p-toluenesulfonylisocyanate in benzene according to the procedure of Example 1 affords 5-METHYL-2-(N-p-TOLUENESULFONYLCARBAMOYL)-1,3-CYCLOHEXANEDIONE, m.p. 121.5°-122.5° C. (corr.). Procedure: This example illustrates methods of preparing the maleate addition salts of compounds of formula (I)A. In this example, one gram of 1-isopropylamino-3-(4-[2-(endobicyclo[3.1.0]hex-6-yl)ethylureido]-1-phenoxy)-2-propanol is dissolved in 5 ml. of ethyl acetate at 20° C. To this solution is added 10 ml. of a saturated solution of maleic acid in ethyl ether. The mixture is allowed to stand for one hour at room temperature. The resulting precipitate is recovered by filtration, washed three times with... RXN SMILES: [C:1]([O-:8])(=[O:7])/[CH:2]=[CH:3]\[C:4]([O-:6])=[O:5].[CH3:9][CH:10]([OH:12])[CH3:11].C(OCC)(=O)C.C(O)(=O)/C=C\C(O)=O>C(OCC)C>[C:1]([OH:8])(=[O:7])/[CH:2]=[CH:3]\[C:4]([OH:6])=[O:5].[CH3:9][CH:10]([OH:12])[CH3:11] |f:5.6|. Yields the product 1-isopropylamino, C(\C=C/C(=O)O)(=O)O.CC(C)O (2-propanol maleate). Conditions: time 1 hour. Run in C(C)OCC (ethyl ether). Starting materials: C(C)(=O)OCC (ethyl acetate), CC(C)O (2-propanol), C(\C=C/C(=O)[O-])(=O)[O-] (maleate), 1-isopropylamino, C(\C=C/C(=O)O)(=O)O (maleic acid).